Dataset: the Open Reaction Database (ORD), a public repository of structured organic reaction records. Task: describe an organic reaction: reactants, conditions, products, and yield Starting materials: COc1cc2c(cc1OC)C(=O)CC(C)N2, ClC(Cl)Cl, O=C(Cl)OCc1ccccc1, O, c1ccncc1. Product: COc1cc2c(cc1OC)N(C(=O)OCc1ccccc1)C(C)CC2=O. RXN SMILES: [CH3:1][O:2][c:3]1[cH:4][c:5]2[c:10]([cH:11][c:12]1[O:13][CH3:14])[NH:9][CH:8]([CH3:15])[CH2:7][C:6]2=[O:16].[CH:34]([Cl:35])([Cl:36])[Cl:37].[Cl:23][C:24](=[O:25])[O:26][CH2:27][c:28]1[cH:29][cH:30][cH:31][cH:32][cH:33]1.[OH2:38].[cH:17]1[cH:18][cH:19][n:20][cH:21][cH:22]1>>[CH3:1][O:2][c:3]1[cH:4][c:5]2[c:10]([cH:11][c:12]1[O:13][CH3:14])[N:9]([C:24](=[O:25])[O:26][CH2:27][c:28]1[cH:29][cH:30][cH:31][cH:32][cH:33]1)[CH:8]([CH3:15])[CH2:7][C:6]2=[O:16]. Reactants: C(C1=CC=CC=C1)N1CC2(CO2)CC1 (5-benzyl-1-oxa-5-azaspiro[2.4]heptane), C1(=CC=CC2=CC=CC=C12)O (1-naphthol). The solvent is C1=CC=CC=C1 (benzene). Reaction conditions: temperature 115 celsius, time 2 hour. Product: C1(=CC=CC2=CC=CC=C12)OCC1(CN(CC1)CC1=CC=CC=C1)O (3-[(1-Naphthalenyloxy)methyl]-1-phenylmethyl-3-pyrrolidinol). Isolated yield 60.6%. As a reaction SMILES: [CH2:1]([N:8]1[CH2:14][CH2:13][C:10]2([O:12][CH2:11]2)[CH2:9]1)[C:2]1[CH:7]=[CH:6][CH:5]=[CH:4][CH:3]=1.[C:15]1([OH:25])[C:24]2[C:19](=[CH:20][CH:21]=[CH:22][CH:23]=2)[CH:18]=[CH:17][CH:16]=1>C1C=CC=CC=1>[C:15]1([O:25][CH2:11][C:10]2([OH:12])[CH2:13][CH2:14][N:8]([CH2:1][C:2]3[CH:7]=[CH:6][CH:5]=[CH:4][CH:3]=3)[CH2:9]2)[C:24]2[C:19](=[CH:20][CH:21]=[CH:22][CH:23]=2)[CH:18]=[CH:17][CH:16]=1. Reported procedure: A mixture of 18.9 g (0.1 mole) of 5-benzyl-1-oxa-5-azaspiro[2.4]heptane and 15.6 g (0.11 mole) of 1-naphthol was heated to 115° C. to form a homogenous melt, which was stirred with a magnetic stirrer for 2 hours. Upon cooling, a paste-like material formed. The reaction mixture was dissolved in benzene, filtered and ligroin added to the filtrate until cloudy. The suspension was warmed to solution and allowed to stand in the refrigerator overnight. The precipitate was collected by filtration to gi...